From a dataset of the Open Reaction Database (ORD), a public repository of structured organic reaction records. describe an organic reaction: reactants, conditions, products, and yield Starting materials: O=C(CCC1=CC=C(C(=O)OCC)C=C1)C (Ethyl 4-(3-oxobut-1-yl)benzoate), BrBr (Br2). Run in CCO (EtOH). Product: BrCC(CCC1=CC=C(C(=O)OCC)C=C1)=O (Ethyl 4-(4-bromo-3-oxobut-1-yl)benzoate). As a reaction SMILES: [O:1]=[C:2]([CH3:16])[CH2:3][CH2:4][C:5]1[CH:15]=[CH:14][C:8]([C:9]([O:11][CH2:12][CH3:13])=[O:10])=[CH:7][CH:6]=1.[Br:17]Br>CCO>[Br:17][CH2:16][C:2](=[O:1])[CH2:3][CH2:4][C:5]1[CH:15]=[CH:14][C:8]([C:9]([O:11][CH2:12][CH3:13])=[O:10])=[CH:7][CH:6]=1. Procedure details: 21-1 (3.13 g, 14.2 mmol) was dissolved in EtOH (30 mL) at 0°, and Br2 (805 μL, 15.6 mmol) was added. After warming to RT for 16 h the reaction was concentrated, diluted with Et2O, washed with water and brine, dried (MgSO4), and concentrated. Flash chromatography (silica, 10% EtOAc/hexane) provided 21-2 as a white solid. The reactants are CCOc1cc(C=O)ccc1F, Cc1c[nH]cn1, CN(C)C=O. RXN SMILES: [CH2:7]([CH3:8])[O:9][c:10]1[cH:11][c:12]([CH:13]=[O:14])[cH:15][cH:16][c:17]1[F:18].[CH3:1][c:2]1[n:3][cH:4][nH:5][cH:6]1.[O:19]=[CH:20][N:21]([CH3:22])[CH3:23]>>[CH3:1][c:2]1[n:3][cH:4][n:5](-[c:17]2[c:10]([O:9][CH2:7][CH3:8])[cH:11][c:12]([CH:13]=[O:14])[cH:15][cH:16]2)[cH:6]1. Product: CCOc1cc(C=O)ccc1-n1cnc(C)c1. The reactants are C1=CC=C(C=C1)P(C2=CC=CC=C2)C3=C(C4=CC=CC=C4C=C3)C5=C(C=CC6=CC=CC=C65)P(C7=CC=CC=C7)C8=CC=CC=C8 (Binap), BrC1=C(C=C(C(=C1)C)S(=O)(=O)C)F (1-bromo-2-fluoro-5-methyl-4-(methylsulfonyl)benzene), C(=O)([O-])[O-].[Cs+].[Cs+] (Cs2CO3), N[C@@H]1C(N(CC1)C1CCN(CC1)C(=O)OCC1=CC=CC=C1)=O ((S)-Benzyl 4-(3-amino-2-oxopyrrolidin-1-yl)piperidine-1-carboxylate). Reagents/catalysts: C=1C=CC(=CC1)/C=C/C(=O)/C=C/C2=CC=CC=C2.C=1C=CC(=CC1)/C=C/C(=O)/C=C/C2=CC=CC=C2.C=1C=CC(=CC1)/C=C/C(=O)/C=C/C2=CC=CC=C2.[Pd].[Pd] (Pd2 dba3). Run in C1(=CC=CC=C1)C (toluene). The product is FC1=C(C=C(C(=C1)S(=O)(=O)C)C)N[C@@H]1C(N(CC1)C1CCN(CC1)C(=O)OCC1=CC=CC=C1)=O ((S)-benzyl 4-(3-(2-fluoro-5-methyl-4-(methylsulfonyl)phenylamino)-2-oxopyrrolidin-1-yl)piperidine-1-carboxylate). Yield: 76.3%. RXN SMILES: [NH2:1][C@H:2]1[CH2:6][CH2:5][N:4]([CH:7]2[CH2:12][CH2:11][N:10]([C:13]([O:15][CH2:16][C:17]3[CH:22]=[CH:21][CH:20]=[CH:19][CH:18]=3)=[O:14])[CH2:9][CH2:8]2)[C:3]1=[O:23].C1C=CC(P(C2C=CC3C(=CC=CC=3)C=2C2C3C(=CC=CC=3)C=CC=2P(C2C=CC=CC=2)C2C=CC=CC=2)C2C=CC=CC=2)=CC=1.Br[C:71]1[CH:76]=[C:75]([CH3:77])[C:74]([S:78]([CH3:81])(=[O:80])=[O:79])=[CH:73][C:72]=1[F:82].C([O-])([O-])=O.[Cs+].[Cs+]>C1(C)C=CC=CC=1.C1C=CC(/C=C/C(/C=C/C2C=CC=CC=2)=O)=CC=1.C1C=CC(/C=C/C(/C=C/C2C=CC=CC=2)=O)=CC=1.C1C=CC(/C=C/C(/C=C/C2C=CC=CC=2)=O)=CC=1.[Pd].[Pd]>[F:82][C:72]1[CH:73]=[C:74]([S:78]([CH3:81])(=[O:80])=[O:79])[C:75]([CH3:77])=[CH:76][C:71]=1[NH:1][C@H:2]1[CH2:6][CH2:5][N:4]([CH:7]2[CH2:12][CH2:11][N:10]([C:13]([O:15][CH2:16][C:17]3[CH:22]=[CH:21][CH:20]=[CH:19][CH:18]=3)=[O:14])[CH2:9][CH2:8]2)[C:3]1=[O:23] |f:3.4.5,7.8.9.10.11|. Procedure details: (S)-Benzyl 4-(3-amino-2-oxopyrrolidin-1-yl)piperidine-1-carboxylate (750 mg, 2.36 mmol) (Preparation E, Step D) was dissolved in toluene (20 mL). Racemic Binap (147 mg, 0.236 mmol), 1-bromo-2-fluoro-5-methyl-4-(methylsulfonyl)benzene (947 mg, 3.54 mmol) and Cs2CO3 (924 mg, 2.84 mmol) were added and the reaction was bubbled through with nitrogen for 5 minutes. Pd2 dba3 (108 mg, 0.118 mmol) was added and the reaction plunged into 95° C. oil bath overnight. The reaction was cooled to ambient temper... Starting materials: CC1=CC=C(C=C1)C1(CCNCC1)C(=O)OCC (ethyl 4-(4-methylphenyl)-4-piperidine carboxylate), BrCCC=C1C2=C(CCC3=C1C=CC=C3)C=CC=C2 (5-(3-bromo-1-propylidene)-10,11-dihydro-5H-dibenzo[a,d]cycloheptene), C([O-])([O-])=O.[K+].[K+] (potassium carbonate), [I-].[K+] (potassium iodide). The solvent is CC(CC)=O (2-butanone), CCOCC (ether), O (water). Yields the product C(C)OC(=O)C1(CCN(CC1)CCC=C1C2=C(CCC3=C1C=CC=C3)C=CC=C2)C2=CC=C(C=C2)C (4-(4-methylphenyl)-1-(3-(10,11-dihydro-5H-dibenzo[a,d]cyclohepten-5-ylidene)-1-propyl)-4-piperidinecarboxylic acid ethyl ester). Isolated yield 50.0%. RXN SMILES: [CH3:1][C:2]1[CH:7]=[CH:6][C:5]([C:8]2([C:14]([O:16][CH2:17][CH3:18])=[O:15])[CH2:13][CH2:12][NH:11][CH2:10][CH2:9]2)=[CH:4][CH:3]=1.Br[CH2:20][CH2:21][CH:22]=[C:23]1[C:29]2[CH:30]=[CH:31][CH:32]=[CH:33][C:28]=2[CH2:27][CH2:26][C:25]2[CH:34]=[CH:35][CH:36]=[CH:37][C:24]1=2.C(=O)([O-])[O-].[K+].[K+].[I-].[K+]>CC(=O)CC.CCOCC.O>[CH2:17]([O:16][C:14]([C:8]1([C:5]2[CH:4]=[CH:3][C:2]([CH3:1])=[CH:7][CH:6]=2)[CH2:9][CH2:10][N:11]([CH2:20][CH2:21][CH:22]=[C:23]2[C:24]3[CH:37]=[CH:36][CH:35]=[CH:34][C:25]=3[CH2:26][CH2:27][C:28]3[CH:33]=[CH:32][CH:31]=[CH:30][C:29]2=3)[CH2:12][CH2:13]1)=[O:15])[CH3:18] |f:2.3.4,5.6|. Reported procedure: A mixture of ethyl 4-(4-methylphenyl)-4-piperidine carboxylate (3.0 g, 0.012 mol, prepared similarly as described in the method in Pol. Pat. 105 435 or Ber. 74, 1433 (1941)), 5-(3-bromo-1-propylidene)-10,11-dihydro-5H-dibenzo[a,d]cycloheptene (4.50 g, 0.0145 mol), anhydrous potassium carbonate (5.00 g, 0.036 mol) and potassium iodide (4.0 g, 0.024 mol) in 2-butanone (100 ml) was stirred at 80° C. for 7.5 h. The mixture was diluted with ether (150 ml) and water (150 ml) and the layers were separa... The reactants are Cl, [Na+], [Na+], O=C([O-])[O-], CC(=O)N1CCc2nc(-c3cccs3)sc2C1. Product: c1csc(-c2nc3c(s2)CNCC3)c1. Reaction SMILES: [ClH:24].[Na+:18].[Na+:19].[O-:20][C:21](=[O:22])[O-:23].[s:1]1[c:2](-[c:6]2[s:7][c:8]3[c:13]([n:14]2)[CH2:12][CH2:11][N:10]([C:15](=[O:16])[CH3:17])[CH2:9]3)[cH:3][cH:4][cH:5]1>>[s:1]1[c:2](-[c:6]2[s:7][c:8]3[c:13]([n:14]2)[CH2:12][CH2:11][NH:10][CH2:9]3)[cH:3][cH:4][cH:5]1. The reactants are CCCCCC(C=CC1C(CC=CCCCC(=O)O)C(=O)C2OC21)OC(C)=O, CO, CC(=O)O, NN, O, O=C(O)CC(O)(CC(=O)O)C(=O)O. The product is CCCCCC(C=CC1C(O)C=CC1CC=CCCCC(=O)O)OC(C)=O. RXN SMILES: [C:1]([CH3:2])(=[O:3])[O:4][CH:5]([CH:6]=[CH:7][CH:8]1[CH:9]2[CH:10]([C:11](=[O:22])[CH:12]1[CH2:13][CH:14]=[CH:15][CH2:16][CH2:17][CH2:18][C:19](=[O:20])[OH:21])[O:23]2)[CH2:24][CH2:25][CH2:26][CH2:27][CH3:28].[CH3:45][OH:46].[CH3:47][C:48](=[O:49])[OH:50].[NH2:30][NH2:31].[OH2:29].[OH:32][C:33]([CH2:34][C:35]([C:36](=[O:37])[OH:38])([CH2:39][C:40](=[O:41])[OH:42])[OH:43])=[O:44]>>[C:1]([CH3:2])(=[O:3])[O:4][CH:5]([CH:6]=[CH:7][CH:8]1[CH:9]([OH:23])[CH:10]=[CH:11][CH:12]1[CH2:13][CH:14]=[CH:15][CH2:16][CH2:17][CH2:18][C:19](=[O:20])[OH:21])[CH2:24][CH2:25][CH2:26][CH2:27][CH3:28]. The reactants are CN(C)C1(c2ccccc2)CCC(=CC(=O)NCCCCCCc2c[nH]c3ccccc23)CC1, CCC(C)=O, C[Si](C)(C)Cl. Yields the product CN(C)C1(c2ccccc2)CCC(=CC(=O)NCCCCCCc2c[nH]c3ccccc23)CC1, Cl. As a reaction SMILES: [CH3:1][N:2]([C:3]1([c:28]2[cH:29][cH:30][cH:31][cH:32][cH:33]2)[CH2:4][CH2:5][C:6](=[CH:9][C:10](=[O:11])[NH:12][CH2:13][CH2:14][CH2:15][CH2:16][CH2:17][CH2:18][c:19]2[cH:20][nH:21][c:22]3[cH:23][cH:24][cH:25][cH:26][c:27]23)[CH2:7][CH2:8]1)[CH3:34].[CH3:40][C:41]([CH2:42][CH3:43])=[O:44].[Cl:35][Si:36]([CH3:37])([CH3:38])[CH3:39]>>[CH3:1][N:2]([C:3]1([c:28]2[cH:29][cH:30][cH:31][cH:32][cH:33]2)[CH2:4][CH2:5][C:6](=[CH:9][C:10](=[O:11])[NH:12][CH2:13][CH2:14][CH2:15][CH2:16][CH2:17][CH2:18][c:19]2[cH:20][nH:21][c:22]3[cH:23][cH:24][cH:25][cH:26][c:27]23)[CH2:7][CH2:8]1)[CH3:34].[ClH:35]. The reactants are CC(C)(C)[Si](C)(C)Cl, CN(C)C=O, CCOCC, CC(=O)C=CC1=C(C)CC(O)CC1(C)C, c1c[nH]cn1. Product: CC(=O)C=CC1=C(C)CC(O[Si](C)(C)C(C)(C)C)CC1(C)C. Reaction SMILES: [C:26]([CH3:27])([CH3:28])([CH3:29])[Si:30]([Cl:31])([CH3:32])[CH3:33].[CH3:1][N:2]([CH3:3])[CH:4]=[O:5].[CH3:34][CH2:35][O:36][CH2:37][CH3:38].[OH:11][CH:12]1[CH2:13][C:14]([CH3:25])=[C:15]([CH:20]=[CH:21][C:22]([CH3:23])=[O:24])[C:16]([CH3:18])([CH3:19])[CH2:17]1.[nH:6]1[cH:7][cH:8][n:9][cH:10]1>>[O:11]([CH:12]1[CH2:13][C:14]([CH3:25])=[C:15]([CH:20]=[CH:21][C:22]([CH3:23])=[O:24])[C:16]([CH3:18])([CH3:19])[CH2:17]1)[Si:30]([C:26]([CH3:27])([CH3:28])[CH3:29])([CH3:32])[CH3:33].